From a dataset of the Open Reaction Database (ORD), a public repository of structured organic reaction records. describe an organic reaction: reactants, conditions, products, and yield Starting materials: NCCN[C@@H]1CC[C@H](CC1)CC(=O)N[C@@H]1B(OC2=C(C1)C=CC=C2C(=O)O)O ((R)-3-(2-(trans-4-(2-aminoethylamino)cyclohexyl)acetamido)-2-hydroxy-3,4-dihydro-2H-benzo[e][1,2]oxaborinine-8-carboxylic acid), TEA, C(C)(=O)O (acetic acid), O=C[C@H](C)NC(OC(C)(C)C)=O ((S)-tert-butyl 1-oxopropan-2-ylcarbamate), C(C)(=O)O[BH-](OC(C)=O)OC(C)=O.[Na+] (sodium triacetoxyborohydride). The solvent is CO (MeOH). Conditions: time 8 hour. Yields the product C(C)(C)(C)OC(=O)N[C@H](CNCCN[C@@H]1CC[C@H](CC1)CC(=O)N[C@@H]1B(OC2=C(C1)C=CC=C2C(=O)O)O)C ((R)-3-(2-(trans-4-(2-((S)-2-(tert-butoxycarbonylamino)propylamino)ethylamino) cyclohexyl)acetamido)-2-hydroxy-3,4-dihydro-2H-benzo[e][1,2]oxaborinine-8-carboxylic acid). Reaction SMILES: [NH2:1][CH2:2][CH2:3][NH:4][C@H:5]1[CH2:10][CH2:9][C@H:8]([CH2:11][C:12]([NH:14][C@H:15]2[CH2:20][C:19]3[CH:21]=[CH:22][CH:23]=[C:24]([C:25]([OH:27])=[O:26])[C:18]=3[O:17][B:16]2[OH:28])=[O:13])[CH2:7][CH2:6]1.C(O)(=O)C.O=[CH:34][C@@H:35]([NH:37][C:38](=[O:44])[O:39][C:40]([CH3:43])([CH3:42])[CH3:41])[CH3:36].C(O[BH-](OC(=O)C)OC(=O)C)(=O)C.[Na+]>CO>[C:40]([O:39][C:38]([NH:37][C@@H:35]([CH3:36])[CH2:34][NH:1][CH2:2][CH2:3][NH:4][C@H:5]1[CH2:10][CH2:9][C@H:8]([CH2:11][C:12]([NH:14][C@H:15]2[CH2:20][C:19]3[CH:21]=[CH:22][CH:23]=[C:24]([C:25]([OH:27])=[O:26])[C:18]=3[O:17][B:16]2[OH:28])=[O:13])[CH2:7][CH2:6]1)=[O:44])([CH3:43])([CH3:42])[CH3:41] |f:3.4|. Reported procedure: To (R)-3-(2-(trans-4-(2-aminoethylamino)cyclohexyl)acetamido)-2-hydroxy-3,4-dihydro-2H-benzo[e][1,2]oxaborinine-8-carboxylic acid from Example 15 (92 mg) in MeOH (2 mL) was added TEA (70 μL), acetic acid (30 μL), (S)-tert-butyl 1-oxopropan-2-ylcarbamate (86 mg) and sodium triacetoxyborohydride (212 mg). The reaction mixture was stirred overnight at RT. Solvent was removed and the product was carried on to next step without further purification. Yield: 19.0%. Reaction SMILES: [Br:1][C:2]1[N:16]([Si:17]([C:30]([CH3:33])([CH3:32])[CH3:31])([C:24]2[CH:29]=[CH:28][CH:27]=[CH:26][CH:25]=2)[C:18]2[CH:23]=[CH:22][CH:21]=[CH:20][CH:19]=2)[C:15]2[C:34]3[C:3]=1[CH2:4][C@@H:5]1[C@@H:10]([C:11]=3[CH:12]=[CH:13][CH:14]=2)[CH2:9][C@H:8]([NH:35][C:36](=[O:42])[N:37]([CH2:40][CH3:41])[CH2:38][CH3:39])[CH2:7][N:6]1[CH3:43]>C(Cl)(Cl)Cl>[Br:1][C:2]1[N:16]([Si:17]([C:30]([CH3:33])([CH3:31])[CH3:32])([C:18]2[CH:19]=[CH:20][CH:21]=[CH:22][CH:23]=2)[C:24]2[CH:29]=[CH:28][CH:27]=[CH:26][CH:25]=2)[C:15]2[C:34]3[C:3]=1[CH2:4][C@@H:5]1[C:10]([C:11]=3[CH:12]=[CH:13][CH:14]=2)=[CH:9][C@H:8]([NH:35][C:36](=[O:42])[N:37]([CH2:38][CH3:39])[CH2:40][CH3:41])[CH2:7][N:6]1[CH3:43]. The reactants are BrC1=C2C[C@H]3N(C[C@H](C[C@@H]3C=3C=CC=C(N1[Si](C1=CC=CC=C1)(C1=CC=CC=C1)C(C)(C)C)C32)NC(N(CC)CC)=O)C (3-[2-bromo-1-(tert-butyldiphenylsilyl)-6-methyl-8α-ergolinyl]-1,1-diethylurea). Reported procedure: 3-[2-bromo-1-(tert-butyldiphenylsilyl)-6-methyl-8α-ergolinyl]-1,1-diethylurea, yield: 19%, [α]D =-0.6° (0.5% in chloroform); Run in C(Cl)(Cl)Cl (chloroform). Product: BrC1=C2C[C@H]3N(C[C@H](C=C3C=3C=CC=C(N1[Si](C1=CC=CC=C1)(C1=CC=CC=C1)C(C)(C)C)C32)NC(N(CC)CC)=O)C (3-[2-bromo-1-(tert-butyldiphenylsilyl)-9,10-didehydro-6-methyl-8α-ergolinyl]-1,1-diethylurea). The reactants are resultant mixture, C1(CCCCC1)N=C=NC1CCCCC1 (N,N'-dicyclohexylcarbodiimide), CC(C)(C)C1=NC=C(C=N1)C(C(=O)O)C(C)C ((RS)-2-[2-(2-methylprop-2-yl)pyrimidin-5-yl]-3-methylbutyric acid), C(#C)C(C1=CC(=CC=C1)OC1=CC=CC=C1)O ((RS)-α-ethynyl-3-phenoxybenzyl alcohol). The reagents and catalysts are CN(C1=CC=NC=C1)C (4-dimethylaminopyridine). Solvent: ClCCl (dichloromethane), ClCCl (dichloromethane). Yields the product CC(C)(C)C1=NC=C(C=N1)C(C(=O)OC(C1=CC(=CC=C1)OC1=CC=CC=C1)C#C)C(C)C ((RS)-1-ethynyl-1-(3-phenoxyphenyl)methyl (RS)-2-[2-(2-methylprop-2-yl)-pyrimidin-5-yl]-3-methylbutyrate). Yield: 90.5%. RXN SMILES: C1(N=C=NC2CCCCC2)CCCCC1.[CH3:16][C:17]([C:20]1[N:25]=[CH:24][C:23]([CH:26]([CH:30]([CH3:32])[CH3:31])[C:27]([OH:29])=[O:28])=[CH:22][N:21]=1)([CH3:19])[CH3:18].[C:33]([CH:35](O)[C:36]1[CH:41]=[CH:40][CH:39]=[C:38]([O:42][C:43]2[CH:48]=[CH:47][CH:46]=[CH:45][CH:44]=2)[CH:37]=1)#[CH:34]>ClCCl.CN(C)C1C=CN=CC=1>[CH3:19][C:17]([C:20]1[N:21]=[CH:22][C:23]([CH:26]([CH:30]([CH3:32])[CH3:31])[C:27]([O:29][CH:35]([C:33]#[CH:34])[C:36]2[CH:41]=[CH:40][CH:39]=[C:38]([O:42][C:43]3[CH:48]=[CH:47][CH:46]=[CH:45][CH:44]=3)[CH:37]=2)=[O:28])=[CH:24][N:25]=1)([CH3:16])[CH3:18]. Procedure details: A solution of N,N'-dicyclohexylcarbodiimide (0.2 g) in dichloromethane (5 cm3) was added to a stirred mixture of (RS)-2-[2-(2-methylprop-2-yl)pyrimidin-5-yl]-3-methylbutyric acid (0.26 g), (RS)-α-ethynyl-3-phenoxybenzyl alcohol (0.224 g), 4-dimethylaminopyridine (0.02 g) and dry dichloromethane (5 cm3) and the resultant mixture stirred for 2 hours. The precipitate which formed was removed by filtration and the filtrate concentrated by evaporation of the solvent under reduced pressure. The residu... The reactants are NCCC1=CC=C(C=C1)O (tyramine), ClC=1N=C(N(C1C(=O)O)CC1=CC=C(C=C1)C1=C(C=CC=C1)C1=NN=NN1)CCC (4-chloro-2-propyl-1-[[2'-(tetrazol-5-yl)biphenyl-4-yl]methyl]imidazole-5-carboxylic acid), C(=O)(C=1NC=CN1)C=1NC=CN1 (carbonyl diimidazole), Cl (hydrochloric acid). Run in CC(C)O (2-propanol), O1CCCC1 (tetrahydrofuran), O (water). Reaction conditions: temperature 25 celsius, time 3 hour. The product is ClC=1N=C(N(C1C(=O)NCCC1=CC=C(C=C1)O)CC1=CC=C(C=C1)C1=C(C=CC=C1)C1=NN=NN1)CCC (4-Chloro-N-[2-(4-hydroxyphenyl)ethyl]-2-propyl-1-[[2'-(tetrazol-5-yl)biphenyl-4-yl]methyl]-imidazole-5-carboxamide). Yield: 50.6%. RXN SMILES: [Cl:1][C:2]1[N:3]=[C:4]([CH2:28][CH2:29][CH3:30])[N:5]([CH2:10][C:11]2[CH:16]=[CH:15][C:14]([C:17]3[CH:22]=[CH:21][CH:20]=[CH:19][C:18]=3[C:23]3[NH:27][N:26]=[N:25][N:24]=3)=[CH:13][CH:12]=2)[C:6]=1[C:7](O)=[O:8].C(C1NC=CN=1)(C1NC=CN=1)=O.[NH2:43][CH2:44][CH2:45][C:46]1[CH:51]=[CH:50][C:49]([OH:52])=[CH:48][CH:47]=1.Cl>O1CCCC1.O.CC(O)C>[Cl:1][C:2]1[N:3]=[C:4]([CH2:28][CH2:29][CH3:30])[N:5]([CH2:10][C:11]2[CH:16]=[CH:15][C:14]([C:17]3[CH:22]=[CH:21][CH:20]=[CH:19][C:18]=3[C:23]3[NH:24][N:25]=[N:26][N:27]=3)=[CH:13][CH:12]=2)[C:6]=1[C:7]([NH:43][CH2:44][CH2:45][C:46]1[CH:51]=[CH:50][C:49]([OH:52])=[CH:48][CH:47]=1)=[O:8]. Procedure: To a solution of 4.86 g of 4-chloro-2-propyl-1-[[2'-(tetrazol-5-yl)biphenyl-4-yl]methyl]imidazole-5-carboxylic acid in 115 mL of tetrahydrofuran at 25° C. is added 2.25 g of carbonyl diimidazole, and the resulting solution is stirred at 25° C. for 3 hours. To the solution is added 3.94 g of tyramine and 23 mL of 2-propanol, and the mixture was stirred at 25° C. for an additional 3 hours. The reaction mixture is poured into water, and the resulting emulsion is adjusted to pH 3 employing hydrochlo... Reactants: C(C1=CC=CC=C1)OC=1C=CC(=C2C=CC(NC12)=O)[C@H](CNCCC1=CC=C(C=C1)NC(=O)C=1C=C(C=CC1)S(=O)(=O)C=1C=C2C(=C(C=NC2=C(C1)C)C(=O)N)NC1=CC(=CC=C1)OC)O[Si](C)(C)C(C)(C)C ((R)-6-[[3-[[4-[2-[[2-[8-(Benzyloxy)-2-oxo-1,2-dihydroquinolin-5-yl]-2-[(tert-butyldimethylsilyl)oxy]ethyl]amino]ethyl]phenyl]carbamoyl]-phenyl]sulfonyl]-4-[(3-methoxyphenyl)amino]-8-methylquinoline-3-carboxamide), NCCC1=CC=C(OCCN(C(=O)C=2C=C(C=CC2)S(=O)(=O)C=2C=C3C(=C(C=NC3=C(C2)C)C(=O)N)NC2=CC(=CC=C2)OC)C)C=C1 (6-((3-((2-(4-(2-aminoethyl)phenoxy)ethyl)(methyl)carbamoyl)phenyl)sulfonyl)-4-((3-methoxyphenyl)amino)-8-methylquinoline-3-carboxamide), C60H67N6O9SSi. The product is C(C1=CC=CC=C1)OC=1C=CC(=C2C=CC(NC12)=O)[C@H](CNCCC1=CC=C(OCCN(C(=O)C=2C=C(C=CC2)S(=O)(=O)C=2C=C3C(=C(C=NC3=C(C2)C)C(=O)N)NC2=CC(=CC=C2)OC)C)C=C1)O[Si](C)(C)C(C)(C)C ((R)-6-((3-((2-(4-(2-((2-(8-(benzyloxy)-2-oxo-1,2-dihydroquinolin-5-yl)-2-((tert-butyldimethylsilyl)oxy)ethyl)amino)ethyl)phenoxy)ethyl)(methyl)carbamoyl)phenyl)sulfonyl)-4-((3-methoxyphenyl)amino)-8-methylquinoline-3-carboxamide). As a reaction SMILES: [CH2:1]([O:8][C:9]1[CH:10]=[CH:11][C:12]([C@@H:20]([O:66][Si:67]([C:70]([CH3:73])([CH3:72])[CH3:71])([CH3:69])[CH3:68])[CH2:21]NCCC2C=CC(NC(C3C=C(S(C4C=C5C(=C(C)C=4)N=CC(C(N)=O)=C5NC4C=CC=C(OC)C=4)(=O)=O)C=CC=3)=O)=CC=2)=[C:13]2[C:18]=1[NH:17][C:16](=[O:19])[CH:15]=[CH:14]2)[C:2]1[CH:7]=[CH:6][CH:5]=[CH:4][CH:3]=1.[NH2:74][CH2:75][CH2:76][C:77]1[CH:121]=[CH:120][C:80]([O:81][CH2:82][CH2:83][N:84]([CH3:119])[C:85]([C:87]2[CH:88]=[C:89]([S:93]([C:96]3[CH:97]=[C:98]4[C:103](=[C:104]([CH3:106])[CH:105]=3)[N:102]=[CH:101][C:100]([C:107]([NH2:109])=[O:108])=[C:99]4[NH:110][C:111]3[CH:116]=[CH:115][CH:114]=[C:113]([O:117][CH3:118])[CH:112]=3)(=[O:95])=[O:94])[CH:90]=[CH:91][CH:92]=2)=[O:86])=[CH:79][CH:78]=1>>[CH2:1]([O:8][C:9]1[CH:10]=[CH:11][C:12]([C@@H:20]([O:66][Si:67]([C:70]([CH3:71])([CH3:73])[CH3:72])([CH3:69])[CH3:68])[CH2:21][NH:74][CH2:75][CH2:76][C:77]2[CH:121]=[CH:120][C:80]([O:81][CH2:82][CH2:83][N:84]([CH3:119])[C:85]([C:87]3[CH:88]=[C:89]([S:93]([C:96]4[CH:97]=[C:98]5[C:103](=[C:104]([CH3:106])[CH:105]=4)[N:102]=[CH:101][C:100]([C:107]([NH2:109])=[O:108])=[C:99]5[NH:110][C:111]4[CH:116]=[CH:115][CH:114]=[C:113]([O:117][CH3:118])[CH:112]=4)(=[O:94])=[O:95])[CH:90]=[CH:91][CH:92]=3)=[O:86])=[CH:79][CH:78]=2)=[C:13]2[C:18]=1[NH:17][C:16](=[O:19])[CH:15]=[CH:14]2)[C:2]1[CH:3]=[CH:4][CH:5]=[CH:6][CH:7]=1. Procedure: The title compound was synthesized in a manner analogous to that described for Intermediate 140, using Intermediate 95 in place of Intermediate 94. ES/MS calcd for C60H67N6O9SSi+ 1075.45. Found m/z=1075.4 (M+H)+. The reactants are CC(C)(C)OC(=O)Oc2ccc1ccccc1c2 (substrate), CC(C)C[Al](CC(C)C)c1ccccc1 (effective_coupling_partner). Reagents/catalysts: PCy3. Reaction conditions: temperature 25 celsius, time 24 hour. Product: c3ccc(c2ccc1ccccc1c2)cc3. Reaction SMILES: CN.[OH2:3].Cl.Cl[C:6]1[CH:11]=[CH:10][N:9]=[C:8]([C:12](Cl)=[O:13])[CH:7]=1>C1(C)C=CC=CC=1>[N:9]1[CH:10]=[CH:11][CH:6]=[CH:7][C:8]=1[C:12]([OH:13])=[O:3] |f:2.3|. Procedure details: A reaction vessel is laden with methylamine as a 40% aqueous solution (117 kg, 1507 mol of methylamine). Water (97.5 kg) is added and the solution is cooled to −5° C. A solution of the crude 4-chloropyridine-2-carbonyl chloride hydrochloride (approx. 330 kg, including toluene, obtained from 60 kg of 2-picolinic acid by the process detailed in stage 1/method 1a) in toluene is added to such a degree that the temperature of the reaction mixture does not exceed 30° C. After stirring further at 20° C... Solvent: C1(=CC=CC=C1)C (toluene). Conditions: temperature -5 celsius. The product is N1=C(C=CC=C1)C(=O)O (2-picolinic acid). Reactants: Cl.ClC1=CC(=NC=C1)C(=O)Cl (4-chloropyridine-2-carbonyl chloride hydrochloride), CN (methylamine), aqueous solution, O (Water).